Dataset: the Open Reaction Database (ORD), a public repository of structured organic reaction records. Task: describe an organic reaction: reactants, conditions, products, and yield Reactants: CCOC(=O)Nc1nc2cc(OC)ccc2nc1OC, COc1cc(N2CCNCC2)cc(OC)c1OC. Product: COc1ccc2nc(OC)c(NC(=O)N3CCN(c4cc(OC)c(OC)c(OC)c4)CC3)nc2c1. As a reaction SMILES: [CH3:1][O:2][c:3]1[n:4][c:5]2[cH:6][cH:7][c:8]([O:19][CH3:20])[cH:9][c:10]2[n:11][c:12]1[NH:13][C:14]([O:15][CH2:16][CH3:17])=[O:18].[CH3:21][O:22][c:23]1[cH:24][c:25]([N:33]2[CH2:34][CH2:35][NH:36][CH2:37][CH2:38]2)[cH:26][c:27]([O:31][CH3:32])[c:28]1[O:29][CH3:30]>>[CH3:1][O:2][c:3]1[n:4][c:5]2[cH:6][cH:7][c:8]([O:19][CH3:20])[cH:9][c:10]2[n:11][c:12]1[NH:13][C:14](=[O:18])[N:36]1[CH2:35][CH2:34][N:33]([c:25]2[cH:24][c:23]([O:22][CH3:21])[c:28]([O:29][CH3:30])[c:27]([O:31][CH3:32])[cH:26]2)[CH2:38][CH2:37]1. The reactants are CC(=O)OC1CSC(Br)C(OC(C)=O)C1OC(C)=O, FC(F)(F)c1ccc(S)cc1. Product: CC(=O)OC1CSC(Sc2ccc(C(F)(F)F)cc2)C(OC(C)=O)C1OC(C)=O. As a reaction SMILES: [C:12]([CH3:13])(=[O:14])[O:15][CH:16]1[CH:17]([Br:30])[S:18][CH2:19][CH:20]([O:26][C:27]([CH3:28])=[O:29])[CH:21]1[O:22][C:23]([CH3:24])=[O:25].[F:1][C:2]([c:3]1[cH:4][cH:5][c:6]([SH:9])[cH:7][cH:8]1)([F:10])[F:11]>>[F:1][C:2]([c:3]1[cH:4][cH:5][c:6]([S:9][CH:17]2[CH:16]([O:15][C:12]([CH3:13])=[O:14])[CH:21]([O:22][C:23]([CH3:24])=[O:25])[CH:20]([O:26][C:27]([CH3:28])=[O:29])[CH2:19][S:18]2)[cH:7][cH:8]1)([F:10])[F:11]. Reactants: C1(=CC=CC=C1)CC(=O)Cl (Phenylacetyl chloride), N1=CN=C(C2=C1NC=C2)N2CCC(CC2)N (1-(7H-pyrrolo[2,3-d]pyrimidin-4-yl)-4-piperidinamine), CN1CCOCC1 (NMM). The solvent is ClCCl (Dichloromethane), CN(C)C=O (DMF). Run at time 8 hour. Yields the product C1(=CC=CC=C1)CC(=O)NC1CCN(CC1)C=1C2=C(N=CN1)NC=C2 (2-phenyl-N-[1-(7H-pyrrolo[2,3-d]pyrimidin-4-yl)-4-piperidinyl]acetamide). Reaction SMILES: [C:1]1([CH2:7][C:8](Cl)=[O:9])[CH:6]=[CH:5][CH:4]=[CH:3][CH:2]=1.[N:11]1[C:16]2[NH:17][CH:18]=[CH:19][C:15]=2[C:14]([N:20]2[CH2:25][CH2:24][CH:23]([NH2:26])[CH2:22][CH2:21]2)=[N:13][CH:12]=1.CN1CCOCC1>ClCCl.CN(C=O)C>[C:1]1([CH2:7][C:8]([NH:26][CH:23]2[CH2:22][CH2:21][N:20]([C:14]3[C:15]4[CH:19]=[CH:18][NH:17][C:16]=4[N:11]=[CH:12][N:13]=3)[CH2:25][CH2:24]2)=[O:9])[CH:6]=[CH:5][CH:4]=[CH:3][CH:2]=1. Procedure: Phenylacetyl chloride (0.037 g, 0.240 mmol, commercially available from e.g sigma-aldrich or fluka) in Dichloromethane (DCM) (1.5 ml) was added to a solution of 1-(7H-pyrrolo[2,3-d]pyrimidin-4-yl)-4-piperidinamine D2 (0.043 g) and POL-NMM (0.279 g, 0.600 mmol) in DMF (1.5 ml). The mixture was shaked overnight at room temperature on a mini block. The resulting mixture was washed using DCM DMF (1:1) and the acid chloride left was removed using an NH2 cartridge. Then the solvents were evaporated ov... The reactants are [Al+3], CC(C)c1ccoc1C(=O)N(C)C, [H-], [H-], [H-], [H-], [Li+], C1CCOC1, O. Yields the product CC(C)c1ccoc1CN(C)C. Reaction SMILES: [Al+3:15].[CH3:1][N:2]([C:3](=[O:4])[c:5]1[o:6][cH:7][cH:8][c:9]1[CH:10]([CH3:11])[CH3:12])[CH3:13].[H-:14].[H-:17].[H-:18].[H-:19].[Li+:16].[O:21]1[CH2:22][CH2:23][CH2:24][CH2:25]1.[OH2:20]>>[CH3:1][N:2]([CH2:3][c:5]1[o:6][cH:7][cH:8][c:9]1[CH:10]([CH3:11])[CH3:12])[CH3:13].